Dataset: the Open Reaction Database (ORD), a public repository of structured organic reaction records. Task: describe an organic reaction: reactants, conditions, products, and yield Starting materials: ClC1=CN=C2CC(C(N(C2=C1)C1CCN(CC1)C(=O)C1=C(C=C(C=C1)C1=C(C=CC(=C1)F)OCCCOC1OCCCC1)F)=O)(C)C (7-chloro-1-[1-({3,5′-difluoro-2′-[3-(tetrahydro-2H-pyran-2-yloxy)propoxy]biphenyl-4-yl}carbonyl)piperidin-4-yl]-3,3-dimethyl-3,4-dihydro-1,5-naphthyridin-2(1H)-one), O.C1(=CC=C(C=C1)S(=O)(=O)O)C (p-toluenesulfonic acid monohydrate). Solvent: CO (methanol). Reaction conditions: time 4 hour. The product is ClC1=CN=C2CC(C(N(C2=C1)C1CCN(CC1)C(=O)C1=C(C=C(C=C1)C1=C(C=CC(=C1)F)OCCCO)F)=O)(C)C (7-chloro-1-(1-{[3,5′-difluoro-2′-(3-hydroxypropoxy)biphenyl-4-yl]carbonyl}piperidin-4-yl)-3,3-dimethyl-3,4-dihydro-1,5-naphthyridin-2(1H)-one). Yield: 88.1%. As a reaction SMILES: [Cl:1][C:2]1[CH:11]=[C:10]2[C:5]([CH2:6][C:7]([CH3:47])([CH3:46])[C:8](=[O:45])[N:9]2[CH:12]2[CH2:17][CH2:16][N:15]([C:18]([C:20]3[CH:25]=[CH:24][C:23]([C:26]4[CH:31]=[C:30]([F:32])[CH:29]=[CH:28][C:27]=4[O:33][CH2:34][CH2:35][CH2:36][O:37]C4CCCCO4)=[CH:22][C:21]=3[F:44])=[O:19])[CH2:14][CH2:13]2)=[N:4][CH:3]=1.O.C1(C)C=CC(S(O)(=O)=O)=CC=1>CO>[Cl:1][C:2]1[CH:11]=[C:10]2[C:5]([CH2:6][C:7]([CH3:47])([CH3:46])[C:8](=[O:45])[N:9]2[CH:12]2[CH2:17][CH2:16][N:15]([C:18]([C:20]3[CH:25]=[CH:24][C:23]([C:26]4[CH:31]=[C:30]([F:32])[CH:29]=[CH:28][C:27]=4[O:33][CH2:34][CH2:35][CH2:36][OH:37])=[CH:22][C:21]=3[F:44])=[O:19])[CH2:14][CH2:13]2)=[N:4][CH:3]=1 |f:1.2|. Reported procedure: To a methanol solution (10 ml) of 7-chloro-1-[1-({3,5′-difluoro-2′-[3-(tetrahydro-2H-pyran-2-yloxy)propoxy]biphenyl-4-yl}carbonyl)piperidin-4-yl]-3,3-dimethyl-3,4-dihydro-1,5-naphthyridin-2(1H)-one (300 mg) was added at room temperature p-toluenesulfonic acid monohydrate (8.7 mg), followed by stirring for 4 hours. After the reaction solution was concentrated under reduced pressure, a saturated aqueous sodium hydrogen carbonate solution and dichloromethane were added, and the solution was separat... Reaction SMILES: [CH3:1][O:2][C:3]1[CH:9]=[C:8]([N+:10]([O-:12])=[O:11])[CH:7]=[CH:6][C:4]=1N.C(ON=O)(C)(C)C.[Cl:20][C:21]1[CH:26]=[CH:25][CH:24]=[CH:23][CH:22]=1>[Cu]>[Cl:20][C:21]1[CH:26]=[CH:25][C:24]([C:4]2[CH:6]=[CH:7][C:8]([N+:10]([O-:12])=[O:11])=[CH:9][C:3]=2[O:2][CH3:1])=[CH:23][CH:22]=1. The reactants are COC1=C(N)C=CC(=C1)[N+](=O)[O-] (2-Methoxy4-nitroaniline), C(C)(C)(C)ON=O (t-butylnitrite), ClC1=CC=CC=C1 (chlorobenzene). The product is ClC1=CC=C(C=C1)C1=C(C=C(C=C1)[N+](=O)[O-])OC (2-(4-chlorophenyl)-5-nitroanisole). Procedure: 2-Methoxy4-nitroaniline 5 and chlorobenzene are heated in the presence of t-butylnitrite and copper powder to give 2-(4-chlorophenyl)-5-nitroanisole 6. Hydrogenation of 6 with platinum oxide in methanol (a base such as morpholine may be used) provides the desired biphenyl amine 3. The reagents and catalysts are [Cu] (copper). Starting materials: Intermediate 20.1, ClC1=NC=C(C(=N1)C1=C(C=C(C=C1)F)OC)F (2-chloro-5-fluoro-4-(4-fluoro-2-methoxyphenyl)pyrimidine), COC=1C=C(N)C=C(C1)CSC (3-methoxy-5-[(methyl-sulfanyl)methyl]aniline). Product: Intermediate 32.3, FC=1C(=NC(=NC1)NC1=CC(=CC(=C1)CSC)OC)C1=C(C=C(C=C1)F)OC (5-Fluoro-4-(4-fluoro-2-methoxyphenyl)-N-{3-methoxy-5-[(methylsulfanyl)methyl]phenyl}-pyrimidin-2-amine). RXN SMILES: Cl[C:2]1[N:7]=[C:6]([C:8]2[CH:13]=[CH:12][C:11]([F:14])=[CH:10][C:9]=2[O:15][CH3:16])[C:5]([F:17])=[CH:4][N:3]=1.[CH3:18][O:19][C:20]1[CH:21]=[C:22]([CH:24]=[C:25]([CH2:27][S:28][CH3:29])[CH:26]=1)[NH2:23]>>[F:17][C:5]1[C:6]([C:8]2[CH:13]=[CH:12][C:11]([F:14])=[CH:10][C:9]=2[O:15][CH3:16])=[N:7][C:2]([NH:23][C:22]2[CH:24]=[C:25]([CH2:27][S:28][CH3:29])[CH:26]=[C:20]([O:19][CH3:18])[CH:21]=2)=[N:3][CH:4]=1. Reported procedure: Intermediate 32.3 was prepared under similar conditions as described in the preparation of Intermediate 20.1 using 2-chloro-5-fluoro-4-(4-fluoro-2-methoxyphenyl)pyrimidine and 3-methoxy-5-[(methyl-sulfanyl)methyl]aniline. The batch was purified by chromatography (hexane to hexane/ethyl acetate 7:3) to give the desired product. Reactants: C(C)(C)(C)OC(N[C@H](C1=CC=C(C=C1)OCCN1CCCCC1)C(N[C@@H]([C@@H](C)C1=CC=CC=C1)C(NC=1SC=C(N1)C(CC)=O)=O)=O)=O ({(R)-[(1S,2S)-2-Phenyl-1-(4-propionyl-thiazol-2-ylcarbamoyl)-propylcarbamoyl]-[4-(2-piperidin-1-yl-ethoxy)-phenyl]-methyl}-carbamic acid tert-butyl ester). Run in FC(C(=O)O)(F)F (trifluoroacetic acid), ClCCl (dichloromethane). Run at time 1.5 hour. The product is N[C@@H](C(=O)N[C@H](C(=O)NC=1SC=C(N1)C(CC)=O)[C@@H](C)C1=CC=CC=C1)C1=CC=C(C=C1)OCCN1CCCCC1 ((2S,3S)-2-{(R)-2-amino-2-[4-(2-piperidin-1-yl-ethoxy)-phenyl]-acetylamino}-3-phenyl-N-(4-propionyl-thiazol-2-yl)-butyramide). RXN SMILES: C(OC(=O)[NH:7][C@@H:8]([C:24](=[O:47])[NH:25][C@H:26]([C:35](=[O:46])[NH:36][C:37]1[S:38][CH:39]=[C:40]([C:42](=[O:45])[CH2:43][CH3:44])[N:41]=1)[C@H:27]([C:29]1[CH:34]=[CH:33][CH:32]=[CH:31][CH:30]=1)[CH3:28])[C:9]1[CH:14]=[CH:13][C:12]([O:15][CH2:16][CH2:17][N:18]2[CH2:23][CH2:22][CH2:21][CH2:20][CH2:19]2)=[CH:11][CH:10]=1)(C)(C)C>FC(F)(F)C(O)=O.ClCCl>[NH2:7][C@H:8]([C:9]1[CH:10]=[CH:11][C:12]([O:15][CH2:16][CH2:17][N:18]2[CH2:19][CH2:20][CH2:21][CH2:22][CH2:23]2)=[CH:13][CH:14]=1)[C:24]([NH:25][C@@H:26]([C@H:27]([C:29]1[CH:34]=[CH:33][CH:32]=[CH:31][CH:30]=1)[CH3:28])[C:35]([NH:36][C:37]1[S:38][CH:39]=[C:40]([C:42](=[O:45])[CH2:43][CH3:44])[N:41]=1)=[O:46])=[O:47]. Procedure: {(R)-[(1S,2S)-2-Phenyl-1-(4-propionyl-thiazol-2-ylcarbamoyl)-propylcarbamoyl]-[4-(2-piperidin-1-yl-ethoxy)-phenyl]-methyl}-carbamic acid tert-butyl ester (110 mg, 0.16 mmol) was dissolved in a 30% v/v solution of trifluoroacetic acid in dichloromethane (5 mL) at 0° C. After stirring for 1.5 hours the reaction mixture was partitioned between ethyl acetate and saturated aqueous sodium bicarbonate solution. The aqueous layer was adjusted to pH=8 by the addition of solid sodium bicarbonate. The aque... Starting materials: COCC=1N=C(SC1C=1SC=2C=NC=CC2N1)NC(C)=O (N-(4-(methoxymethyl)-5-(thiazolo[5,4-c]pyridin-2-yl)thiazol-2-yl)acetamide), C(=O)([O-])[O-].[Cs+].[Cs+] (Cs2CO3), CN(C)C=O (DMF), CN(C)C=O (DMF), FC(C1=CC=C(CC2[N@](C2)S(=O)(=O)C2=CC=C(C=C2)[N+](=O)[O-])C=C1)(F)F ((S)-2-(4-(trifluoromethyl)benzyl)-1-(4-nitrophenylsulfonyl)aziridine). The solvent is C(Cl)Cl (DCM), CO (MeOH). Conditions: temperature 50 celsius, time 30 minute. Yields the product COCC=1N=C(SC1C=1SC=2C=NC=CC2N1)N(C(C)=O)C[C@H](CC1=CC=C(C=C1)C(F)(F)F)NS(=O)(=O)C1=CC=C(C=C1)[N+](=O)[O-] (N-(4-(methoxymethyl)-5-(thiazolo[5,4-c]pyridin-2-yl)thiazol-2-yl)-N—((S)-2-(4-nitrophenylsulfonamido)-3-(4-(trifluoromethyl)phenyl)propyl)acetamide). The yield is 43.8%. As a reaction SMILES: [CH3:1][O:2][CH2:3][C:4]1[N:5]=[C:6]([NH:18][C:19](=[O:21])[CH3:20])[S:7][C:8]=1[C:9]1[S:10][C:11]2[CH:12]=[N:13][CH:14]=[CH:15][C:16]=2[N:17]=1.C([O-])([O-])=O.[Cs+].[Cs+].CN(C=O)C.[F:33][C:34]([F:58])([F:57])[C:35]1[CH:56]=[CH:55][C:38]([CH2:39][CH:40]2[CH2:42][N@@:41]2[S:43]([C:46]2[CH:51]=[CH:50][C:49]([N+:52]([O-:54])=[O:53])=[CH:48][CH:47]=2)(=[O:45])=[O:44])=[CH:37][CH:36]=1>C(Cl)Cl.CO>[CH3:1][O:2][CH2:3][C:4]1[N:5]=[C:6]([N:18]([CH2:42][C@@H:40]([NH:41][S:43]([C:46]2[CH:47]=[CH:48][C:49]([N+:52]([O-:54])=[O:53])=[CH:50][CH:51]=2)(=[O:44])=[O:45])[CH2:39][C:38]2[CH:55]=[CH:56][C:35]([C:34]([F:57])([F:33])[F:58])=[CH:36][CH:37]=2)[C:19](=[O:21])[CH3:20])[S:7][C:8]=1[C:9]1[S:10][C:11]2[CH:12]=[N:13][CH:14]=[CH:15][C:16]=2[N:17]=1 |f:1.2.3|. Reported procedure: To a 50 mL round-bottomed flask was added N-(4-(methoxymethyl)-5-(thiazolo[5,4-c]pyridin-2-yl)thiazol-2-yl)acetamide (0.300 g, 0.936 mmol), Cs2CO3 (0.610 g, 1.87 mmol), and DMF (0.0721 mL, 0.936 mmol). The resulting solution was heated to 50° C. A DMF solution of (S)-2-(4-(trifluoromethyl)benzyl)-1-(4-nitrophenylsulfonyl)aziridine (0.724 g, 1.87 mmol) was added to the reaction dropwise, and the reaction mixture was monitored by LCMS. After approximately 30 minutes, the solvent was removed and th... Reactants: Br, Br, CS(C)=O, Cc1cc(N2CCNCC2)ccc1O, O=[N+]([O-])c1ccc(F)cc1, [Na+], [Na+], O=C([O-])[O-], O. The product is Cc1cc(N2CCN(c3ccc([N+](=O)[O-])cc3)CC2)ccc1O. As a reaction SMILES: [BrH:1].[BrH:2].[CH3:33][S:34](=[O:35])[CH3:36].[CH3:3][c:4]1[c:5]([OH:16])[cH:6][cH:7][c:8]([N:10]2[CH2:11][CH2:12][NH:13][CH2:14][CH2:15]2)[cH:9]1.[F:17][c:18]1[cH:19][cH:20][c:21]([N+:24](=[O:25])[O-:26])[cH:22][cH:23]1.[Na+:27].[Na+:28].[O-:29][C:30](=[O:31])[O-:32].[OH2:37]>>[CH3:3][c:4]1[c:5]([OH:16])[cH:6][cH:7][c:8]([N:10]2[CH2:11][CH2:12][N:13]([c:18]3[cH:19][cH:20][c:21]([N+:24](=[O:25])[O-:26])[cH:22][cH:23]3)[CH2:14][CH2:15]2)[cH:9]1.